This data is from the Open Reaction Database (ORD), a public repository of structured organic reaction records. The task is: describe an organic reaction: reactants, conditions, products, and yield Conditions: temperature -50 celsius, time 40 minute. Product: C(C1=CC=CC=C1)N1CC(C(CC1)(O)C1=CC=C(C=C1)F)C (1-benzyl-4-(4-fluorophenyl)-3-methylpiperidin-4-ol). Starting materials: Cl (hydrochloric acid), C(C1=CC=CC=C1)N1CC(C(CC1)=O)C (1-benzyl-3-methylpiperidin-4-one), C(CCC)[Li] (n-butyllithium), BrC1=CC=C(C=C1)F (1-bromo-4-fluorobenzene), [NH4+].[OH-] (NH4OH). RXN SMILES: C([Li])CCC.Br[C:7]1[CH:12]=[CH:11][C:10]([F:13])=[CH:9][CH:8]=1.[CH2:14]([N:21]1[CH2:26][CH2:25][C:24](=[O:27])[CH:23]([CH3:28])[CH2:22]1)[C:15]1[CH:20]=[CH:19][CH:18]=[CH:17][CH:16]=1.Cl.[NH4+].[OH-]>CCCCCC.CCOCC>[CH2:14]([N:21]1[CH2:26][CH2:25][C:24]([C:7]2[CH:12]=[CH:11][C:10]([F:13])=[CH:9][CH:8]=2)([OH:27])[CH:23]([CH3:28])[CH2:22]1)[C:15]1[CH:16]=[CH:17][CH:18]=[CH:19][CH:20]=1 |f:4.5|. Solvent: CCOCC (Et2O), CCCCCC (hexane), CCOCC (Et2O), CCOCC (Et2O), CCOCC (Et2O). Reported procedure: To a solution of n-butyllithium (1-2 equivalents, preferably 1.1 equivalents) (1.6 M in hexane, 8.6 ml, 13.76 mmol) in Et2O (10.32 mL) was added a solution of 1-bromo-4-fluorobenzene (2.21 g, 12.63 mmol) in Et2O (5 ml) at about −50° C. After the reaction mixture was stirred at about −50° C. for about 40 min, a solution of 1-benzyl-3-methylpiperidin-4-one (2.00 g, 9.84 mmol) in Et2O (7 mL) was added dropwise. The mixture was allowed to warm up to about −20° C. to 0° C. (preferably −10° C.). 1M hy... The yield is 84.2%. The reactants are ClC1=NC(=C(C(=N1)NNC([C@@H](CN(C=O)OCC1=CC=CC=C1)CC1CCCC1)=O)F)N1C(CC(C1)N(C)C)(C)C ([(2R)-3-(2-{2-chloro-6-[4-(dimethylamino)-2,2-dimethyl-1-pyrrolidinyl]-5-fluoro-4-pyrimidinyl}hydrazino)-2-(cyclopentylmethyl)-3-oxopropyl][(phenylmethyl)oxy]formamide). Reagents/catalysts: [OH-].[OH-].[Pd+2] (Pd(OH)2/C). Solvent: CO (MeOH). Conditions: time 3.5 hour. Yields the product ClC1=NC(=C(C(=N1)NNC([C@@H](CN(C=O)O)CC1CCCC1)=O)F)N1C(CC(C1)N(C)C)(C)C ([(2R)-3-(2-{2-Chloro-6-[4-(dimethylamino)-2,2-dimethyl-1-pyrrolidinyl]-5-fluoro-4-pyrimidinyl}hydrazino)-2-(cyclopentylmethyl)-3-oxopropyl]hydroxyformamide). As a reaction SMILES: [Cl:1][C:2]1[N:7]=[C:6]([NH:8][NH:9][C:10](=[O:30])[C@H:11]([CH2:24][CH:25]2[CH2:29][CH2:28][CH2:27][CH2:26]2)[CH2:12][N:13]([O:16]CC2C=CC=CC=2)[CH:14]=[O:15])[C:5]([F:31])=[C:4]([N:32]2[CH2:36][CH:35]([N:37]([CH3:39])[CH3:38])[CH2:34][C:33]2([CH3:41])[CH3:40])[N:3]=1>CO.[OH-].[OH-].[Pd+2]>[Cl:1][C:2]1[N:7]=[C:6]([NH:8][NH:9][C:10](=[O:30])[C@H:11]([CH2:24][CH:25]2[CH2:26][CH2:27][CH2:28][CH2:29]2)[CH2:12][N:13]([OH:16])[CH:14]=[O:15])[C:5]([F:31])=[C:4]([N:32]2[CH2:36][CH:35]([N:37]([CH3:39])[CH3:38])[CH2:34][C:33]2([CH3:41])[CH3:40])[N:3]=1 |f:2.3.4|. Procedure details: To a solution of [(2R)-3-(2-{2-chloro-6-[4-(dimethylamino)-2,2-dimethyl-1-pyrrolidinyl]-5-fluoro-4-pyrimidinyl}hydrazino)-2-(cyclopentylmethyl)-3-oxopropyl][(phenylmethyl)oxy]formamide (1.6493 g, 2.795 mmol) in MeOH (28 mL) was added 20% Pd(OH)2/C (50% water, 165 mg). The mixture was hydrogenated for 3.5 h, and then filtered. The solution was concentrated in vacuo, and the residue was purified by Gilson RPLC to provide [(2R)-3-(2-{2-chloro-6-[4-(dimethylamino)-2,2-dimethyl-1-pyrrolidinyl]-5-fluo... Starting materials: CO, [H][H], N#Cc1ccc(N)c([N+](=O)[O-])c1, [Pd]. The product is N#Cc1ccc(N)c(N)c1. As a reaction SMILES: [CH3:15][OH:16].[H:13][H:14].[NH2:1][c:2]1[c:3]([N+:10]([O-:11])=[O:12])[cH:4][c:5]([C:6]#[N:7])[cH:8][cH:9]1.[Pd:17]>>[NH2:1][c:2]1[c:3]([NH2:10])[cH:4][c:5]([C:6]#[N:7])[cH:8][cH:9]1. Starting materials: O (water), ketoaldehyde, CC1=C(C(C[C@@H](C1=O)O)(C)C)C#CC(=CC=O)C (5-[2,6,6-trimethyl-3-oxo-4(S)-hydroxy-cyclohex-1-en-1-yl]-3-methyl-penta-2-en-4-yn-1-al), O(C1=CC=CC=C1)CC(=O)Cl (phenoxyacetic acid chloride). Solvent: N1=CC=CC=C1 (pyridine). Run at temperature 0 celsius, time 1 hour. The product is CC1=C(C(C[C@@H](C1=O)OC(COC1=CC=CC=C1)=O)(C)C)C#CC(=CC=O)C (5-[2,6,6-trimethyl-3-oxo-4(S)-(phenoxyacetoxy)-cyclohex-1-en-1-yl]-3-methyl-penta-2-en-4-yn-1-al). As a reaction SMILES: [CH3:1][C:2]1[C:7](=[O:8])[C@@H:6]([OH:9])[CH2:5][C:4]([CH3:11])([CH3:10])[C:3]=1[C:12]#[C:13][C:14]([CH3:18])=[CH:15][CH:16]=[O:17].[O:19]([CH2:26][C:27](Cl)=[O:28])[C:20]1[CH:25]=[CH:24][CH:23]=[CH:22][CH:21]=1.O>N1C=CC=CC=1>[CH3:1][C:2]1[C:7](=[O:8])[C@@H:6]([O:9][C:27](=[O:28])[CH2:26][O:19][C:20]2[CH:25]=[CH:24][CH:23]=[CH:22][CH:21]=2)[CH2:5][C:4]([CH3:10])([CH3:11])[C:3]=1[C:12]#[C:13][C:14]([CH3:18])=[CH:15][CH:16]=[O:17]. Reported procedure: 13.5 g of the ketoaldehyde of formula XII obtained in Example 20 are dissolved in 100 ml of pyridine. 10 g of phenoxyacetic acid chloride are added dropwise to the solution at 0° C. The mixture is stirred for 1 hour at 0° C. and then poured into water and extracted with diethyl ether. The ether extract is washed with 5% strength aqueous sulfuric acid and then with water. The 5-[2,6,6-trimethyl-3-oxo-4(S)-(phenoxyacetoxy)-cyclohex-1-en-1-yl]-3-methyl-penta-2-en-4-yn-1-al (XIV) isolated from the e... Reactants: CC(C)(C)OC(=O)N1CCCC(c2ccccc2)C1C(=O)O, NCc1ccccc1, CCN=C=NCCCN(C)C, CCOC(C)=O, CCN(C(C)C)C(C)C, Cl, CN(C)C=O, On1nnc2ccccc21. Yields the product CC(C)(C)OC(=O)N1CCCC(c2ccccc2)C1C(=O)NCc1ccccc1. Reaction SMILES: [C:1]([CH3:2])([CH3:3])([CH3:4])[O:5][C:6](=[O:7])[N:8]1[CH:9]([C:20](=[O:21])[OH:22])[CH:10]([c:14]2[cH:15][cH:16][cH:17][cH:18][cH:19]2)[CH2:11][CH2:12][CH2:13]1.[CH2:23]([c:24]1[cH:25][cH:26][cH:27][cH:28][cH:29]1)[NH2:30].[CH3:42][N:43]([CH3:44])[CH2:45][CH2:46][CH2:47][N:48]=[C:49]=[N:50][CH2:51][CH3:52].[CH3:67][CH2:68][O:69][C:70]([CH3:71])=[O:72].[CH:53]([N:54]([CH:55]([CH3:56])[CH3:57])[CH2:58][CH3:59])([CH3:60])[CH3:61].[ClH:41].[O:62]=[CH:63][N:64]([CH3:65])[CH3:66].[OH:31][n:32]1[c:33]2[cH:34][cH:35][cH:36][cH:37][c:38]2[n:39][n:40]1>>[C:1]([CH3:2])([CH3:3])([CH3:4])[O:5][C:6](=[O:7])[N:8]1[CH:9]([C:20](=[O:21])[NH:30][CH2:23][c:24]2[cH:25][cH:26][cH:27][cH:28][cH:29]2)[CH:10]([c:14]2[cH:15][cH:16][cH:17][cH:18][cH:19]2)[CH2:11][CH2:12][CH2:13]1. Reported procedure: A 72 L reactor equipped with reflux condenser, and temperature probe. To the reactor 5-bromo-2-fluoropyridine (1.17 L, 0.568 mol), toluene (18.2 L), and triisopropyl borate (3.13 L, 0.68 mol, 1.2 equiv.) were charged and stirred. Tetrahydrofuran (4.4 L) was added to the reactor and the reaction mixture was cooled to between −35 to −50° C. While maintaining a temperature between −35 to −45° C., n-butyl lithium (2.5 M solution of hexanes, 5.44 L, 0.68 mol, 1.2 equiv.) was cautiously added to the r... Run in O1CCCC1 (Tetrahydrofuran), C1(=CC=CC=C1)C (toluene). RXN SMILES: Br[C:2]1[CH:3]=[CH:4][C:5]([F:8])=[N:6][CH:7]=1.[B:9](OC(C)C)([O:14]C(C)C)[O:10]C(C)C.C([Li])CCC.Cl>O1CCCC1.C1(C)C=CC=CC=1>[F:8][C:5]1[N:6]=[CH:7][C:2]([B:9]([OH:14])[OH:10])=[CH:3][CH:4]=1. Reactants: Cl (HCl), BrC=1C=CC(=NC1)F (5-bromo-2-fluoropyridine), B(OC(C)C)(OC(C)C)OC(C)C (triisopropyl borate), C(CCC)[Li] (n-butyl lithium). The product is FC1=CC=C(C=N1)B(O)O (6-fluoropyridin-3-ylboronic acid). Isolated yield 1624.3%. Conditions: temperature -42.5 celsius, time 5 hour. Reactants: O=C([O-])O, ClCCl, COc1ccc(-c2csnn2)cc1, [Cl-], [Cl-], [Cl-], [Cl-], [Na+], [Ti+4]. The product is COc1ccc(-c2csnn2)cc1C=O. RXN SMILES: [C:14]([O-:15])(=[O:16])[OH:17].[CH2:19]([Cl:20])[Cl:21].[CH3:1][O:2][c:3]1[cH:4][cH:5][c:6](-[c:9]2[n:10][n:11][s:12][cH:13]2)[cH:7][cH:8]1.[Cl-:22].[Cl-:23].[Cl-:24].[Cl-:25].[Na+:18].[Ti+4:26]>>[CH3:1][O:2][c:3]1[c:4]([CH:14]=[O:15])[cH:5][c:6](-[c:9]2[n:10][n:11][s:12][cH:13]2)[cH:7][cH:8]1. Reactants: N1(CCOCC1)CCOC1=CC=C(C2=CC=CC=C12)N (4-(2-morpholin-4-yl-ethoxy)-naphthalen-1-ylamine), ClC=1C=C(C(=O)Cl)C=CN1 (2-chloroisonicotinoyl chloride), CCN(C(C)C)C(C)C (DIPEA). Run in C1CCOC1 (THF). Conditions: time 12 hour. Product: ClC=1C=C(C(=O)NC2=CC=C(C3=CC=CC=C23)OCCN2CCOCC2)C=CN1 (2-chloro-N-[4-(2-morpholin-4-yl-ethoxy)-naphthalen-1-yl]-isonicotinamide). The yield is 51.2%. RXN SMILES: [N:1]1([CH2:7][CH2:8][O:9][C:10]2[C:19]3[C:14](=[CH:15][CH:16]=[CH:17][CH:18]=3)[C:13]([NH2:20])=[CH:12][CH:11]=2)[CH2:6][CH2:5][O:4][CH2:3][CH2:2]1.[Cl:21][C:22]1[CH:23]=[C:24]([CH:28]=[CH:29][N:30]=1)[C:25](Cl)=[O:26].CCN(C(C)C)C(C)C>C1COCC1>[Cl:21][C:22]1[CH:23]=[C:24]([CH:28]=[CH:29][N:30]=1)[C:25]([NH:20][C:13]1[C:14]2[C:19](=[CH:18][CH:17]=[CH:16][CH:15]=2)[C:10]([O:9][CH2:8][CH2:7][N:1]2[CH2:6][CH2:5][O:4][CH2:3][CH2:2]2)=[CH:11][CH:12]=1)=[O:26]. Procedure details: A mixture of 4-(2-morpholin-4-yl-ethoxy)-naphthalen-1-ylamine (1.38 g, 5.07 mmol), 2-chloroisonicotinoyl chloride (1.34 g, 7.6 mmol), DIPEA (1.81 ml, 10.1 mmol) and THF (30 ml) is stirred at room temperature for 12 hours. The mixture is quenched with water (100 ml). The crude product is extracted with EtOAc (2×50 ml), the combined organic layers are dried over sodium sulfate, filtered and concentrated under reduced pressure. The residue is purified by flash column chromatography (3% MeOH in EtOA... Starting materials: O(C1=CC=CC=C1)C1=C(C=CC=C1)OC (o-phenoxyanisol), I (hydroiodic acid), C(C)(=O)OC(C)=O (acetic anhydride), O (water), ice water. The solvent is C(C)(=O)O (acetic acid), C(C)(=O)O (acetic acid), CCOCC (ether). Product: O(C1=CC=CC=C1)C1=C(C=CC=C1)O (o-phenoxyphenol). The yield is 83.9%. Reaction SMILES: [O:1]([C:8]1[CH:13]=[CH:12][CH:11]=[CH:10][C:9]=1[O:14]C)[C:2]1[CH:7]=[CH:6][CH:5]=[CH:4][CH:3]=1.I.C(OC(=O)C)(=O)C.O>CCOCC.C(O)(=O)C>[O:1]([C:8]1[CH:13]=[CH:12][CH:11]=[CH:10][C:9]=1[OH:14])[C:2]1[CH:3]=[CH:4][CH:5]=[CH:6][CH:7]=1. Procedure details: A mixture of 10 g of o-phenoxyanisol, 80 ml of hydroiodic acid (52%), 80 ml of acetic acid and 40 ml of acetic anhydride was refluxed for 1.5 hours. After being cooled, the reaction mixture was poured into ice-water to deposit a precipitate. The precipitate was dissolved in ether, and the solution was washed with an aqueous saturated sodium chloride solution, an aqueous saturated thiosulfuric acid aqueous solution and then an aqueous saturated sodium chloride solution. This ether solution was dr... Reactants: CC(C)(C)OC(=O)N1CCC(O)C1, O=[N+]([O-])c1ccc(Cl)nc1, [H-], [Na+], C1CCOC1. Yields the product CC(C)(C)OC(=O)N1CCC(Oc2ccc([N+](=O)[O-])cn2)C1. As a reaction SMILES: [C:1]([CH3:2])([CH3:3])([CH3:4])[O:5][C:6](=[O:7])[N:8]1[CH2:9][CH:10]([OH:13])[CH2:11][CH2:12]1.[Cl:16][c:17]1[n:18][cH:19][c:20]([N+:23](=[O:24])[O-:25])[cH:21][cH:22]1.[H-:14].[Na+:15].[O:26]1[CH2:27][CH2:28][CH2:29][CH2:30]1>>[C:1]([CH3:2])([CH3:3])([CH3:4])[O:5][C:6](=[O:7])[N:8]1[CH2:9][CH:10]([O:13][c:17]2[n:18][cH:19][c:20]([N+:23](=[O:24])[O-:25])[cH:21][cH:22]2)[CH2:11][CH2:12]1.